This data is from the Open Reaction Database (ORD), a public repository of structured organic reaction records. The task is: describe an organic reaction: reactants, conditions, products, and yield Reactants: CCCC(NC(=O)C1CC(Oc2nc(-c3ccccn3)nc3sccc23)CN1C(=O)C(NC(=O)NC(C)(C)C)C(C)(C)C)C(O)C(=O)NC1CC1, ClCCl. The product is CCCC(NC(=O)C1CC(Oc2nc(-c3ccccn3)nc3sccc23)CN1C(=O)C(NC(=O)NC(C)(C)C)C(C)(C)C)C(=O)C(=O)NC1CC1. As a reaction SMILES: [C:1]([CH3:2])([CH3:3])([CH3:4])[NH:5][C:6]([NH:7][CH:8]([C:9](=[O:10])[N:11]1[CH:12]([C:32](=[O:33])[NH:34][CH:35]([CH:36]([C:37](=[O:38])[NH:39][CH:40]2[CH2:41][CH2:42]2)[OH:43])[CH2:44][CH2:45][CH3:46])[CH2:13][CH:14]([O:16][c:17]2[c:18]3[c:19]([n:20][c:21](-[c:23]4[n:24][cH:25][cH:26][cH:27][cH:28]4)[n:22]2)[s:29][cH:30][cH:31]3)[CH2:15]1)[C:47]([CH3:48])([CH3:49])[CH3:50])=[O:51].[Cl:52][CH2:53][Cl:54]>>[C:1]([CH3:2])([CH3:3])([CH3:4])[NH:5][C:6]([NH:7][CH:8]([C:9](=[O:10])[N:11]1[CH:12]([C:32](=[O:33])[NH:34][CH:35]([C:36]([C:37](=[O:38])[NH:39][CH:40]2[CH2:41][CH2:42]2)=[O:43])[CH2:44][CH2:45][CH3:46])[CH2:13][CH:14]([O:16][c:17]2[c:18]3[c:19]([n:20][c:21](-[c:23]4[n:24][cH:25][cH:26][cH:27][cH:28]4)[n:22]2)[s:29][cH:30][cH:31]3)[CH2:15]1)[C:47]([CH3:48])([CH3:49])[CH3:50])=[O:51]. The reactants are BrC=1N=C2C(=NC1)N(C=C2C=O)COCC[Si](C)(C)C (2-bromo-5-(2-trimethylsilanyl-ethoxymethyl)-5H-pyrrolo[2,3-b]pyrazine-7-carbaldehyde), C1(=CC=CC=C1)O (phenol), [O-]P(=O)([O-])[O-].[K+].[K+].[K+] (K3PO4). Reagents/catalysts: CC(=O)[O-].CC(=O)[O-].[Pd+2] (Pd(OAc)2), C(C)(C)(C)P(C1=C(C=CC=C1)C1=C(C=CC=C1)N(C)C)C(C)(C)C ([2′-(di-tert-butyl-phosphanyl)-biphenyl-2-yl]-dimethyl-amine). Reaction conditions: temperature 150 celsius, time 8 hour. The product is O(C1=CC=CC=C1)C=1N=C2C(=NC1)N(C=C2C=O)COCC[Si](C)(C)C (2-phenoxy-5-(2-trimethylsilanyl-ethoxymethyl)-5H-pyrrolo[2,3-b]pyrazine-7-carbaldehyde). Yield: 61.3%. As a reaction SMILES: Br[C:2]1[N:3]=[C:4]2[C:10]([CH:11]=[O:12])=[CH:9][N:8]([CH2:13][O:14][CH2:15][CH2:16][Si:17]([CH3:20])([CH3:19])[CH3:18])[C:5]2=[N:6][CH:7]=1.[C:21]1([OH:27])[CH:26]=[CH:25][CH:24]=[CH:23][CH:22]=1.[O-]P([O-])([O-])=O.[K+].[K+].[K+]>CC([O-])=O.CC([O-])=O.[Pd+2].C(P(C(C)(C)C)C1C=CC=CC=1C1C=CC=CC=1N(C)C)(C)(C)C>[O:27]([C:2]1[N:3]=[C:4]2[C:10]([CH:11]=[O:12])=[CH:9][N:8]([CH2:13][O:14][CH2:15][CH2:16][Si:17]([CH3:20])([CH3:19])[CH3:18])[C:5]2=[N:6][CH:7]=1)[C:21]1[CH:26]=[CH:25][CH:24]=[CH:23][CH:22]=1 |f:2.3.4.5,6.7.8|. Reported procedure: A mixture of 2-bromo-5-(2-trimethylsilanyl-ethoxymethyl)-5H-pyrrolo[2,3-b]pyrazine-7-carbaldehyde (3.29 g, 9.23 mmol), phenol (1.04 g, 11.08 mmol), K3PO4 (3.92 g, 18.46 mmol), [2′-(di-tert-butyl-phosphanyl)-biphenyl-2-yl]-dimethyl-amine (0.157 g, 0.46 mmol), Pd(OAc)2 (0.103 g, 0.46 mmol) and degassed toluene (50 mL) was stirred under nitrogen in a sealed tube at 150° C. overnight. The reaction mixture was cooled to room temperature and partitioned between ethyl acetate and water. The aqueous lay... Starting materials: FC=1C=C(C=C(C1C=O)F)B(O)O ((3,5-difluoro-4-formylphenyl)boronic acid), ClC1=NC(=NC=C1)N (4-chloro-2-pyrimidinamine). The product is NC1=NC=CC(=N1)C1=CC(=C(C=O)C(=C1)F)F (4-(2-Amino-4-pyrimidinyl)-2,6-difluorobenzaldehyde). Isolated yield 91.3%. As a reaction SMILES: [F:1][C:2]1[CH:3]=[C:4](B(O)O)[CH:5]=[C:6]([F:10])[C:7]=1[CH:8]=[O:9].Cl[C:15]1[CH:20]=[CH:19][N:18]=[C:17]([NH2:21])[N:16]=1>>[NH2:21][C:17]1[N:18]=[C:19]([C:4]2[CH:3]=[C:2]([F:1])[C:7]([CH:8]=[O:9])=[C:6]([F:10])[CH:5]=2)[CH:20]=[CH:15][N:16]=1. Procedure: The title compound was prepared following the General Procedure A using: (3,5-difluoro-4-formylphenyl)boronic acid (4.93 g, 26.5 mmol) and 4-chloro-2-pyrimidinamine (3.44 g, 26.5 mmol). Flash chromatography on SiO2 (gradient: 100% CHCl3 to 10% THF/90% CHCl3) afforded the title compound (5.69 g, 75%) as an off-white solid. LC-MS (ES) m/z=236 [M+H]+. The reactants are C1=CC=C(C=C1)P(C2=CC=CC=C2)C3=CC=CC=C3 (PPh3), C(C)OC(=O)C1OC1C1=CC=CC=C1 (3-phenyloxirane-2-carboxylic acid ethyl ester), [N-]=[N+]=[N-].[Na+] (NaN3), [Cl-].[NH4+] (ammonium chloride), N#N (N2). Solvent: CCO (EtOH). Conditions: time 5 hour. Product: C(C)OC(=O)[C@@H]1N[C@H]1C1=CC=CC=C1 (Trans-3-Phenylaziridine-2-carboxylic Acid Ethyl Ester). RXN SMILES: [CH2:1]([O:3][C:4]([CH:6]1[CH:8]([C:9]2[CH:14]=[CH:13][CH:12]=[CH:11][CH:10]=2)O1)=[O:5])[CH3:2].[N-:15]=[N+]=[N-].[Na+].[Cl-].[NH4+].C1C=CC(P(C2C=CC=CC=2)C2C=CC=CC=2)=CC=1.N#N>CCO>[CH2:1]([O:3][C:4]([C@H:6]1[C@H:8]([C:9]2[CH:14]=[CH:13][CH:12]=[CH:11][CH:10]=2)[NH:15]1)=[O:5])[CH3:2] |f:1.2,3.4|. Reported procedure: The title compound was synthesized using a literature method (Legters, J.; Thijs, L.; Zwanenburg, B. Tetrahedron Lett. 1989, 30, 4881). To a mixture of 3-phenyloxirane-2-carboxylic acid ethyl ester (9.6 ml, 55 mmol) and 183 ml of EtOH in a flame-dried two-necked flask equipped with a water condenser and magnetic stirring rod was added NaN3 (10.73 g, 165 mmol) and ammonium chloride (8.83 g, 165 mmol). The reaction mixture was brought to 65° C. and stirred for 5 hours at which point GC analysis sh... Starting materials: [Na] (sodium), C(C=CCC)=O (Pent-2-enal), C(C)(=O)O (acetic acid), C(C1=CC=CC=C1)OC(=O)NC(C(=O)OCC)C(=O)OCC (Diethyl benzyloxycarbonylaminomalonate). Reagents/catalysts: [Pd] (palladium on carbon). Solvent: C(C)O (ethanol), C(C)O (ethanol), C(C)O (ethanol), C(C)O (ethanol). Run at time 1 hour. The product is C(C)C1C=CNC1(C(=O)OCC)C(=O)OCC (4-ethyl-5,5-dicarboethoxy-2-pyrroline). Isolated yield 63.0%. As a reaction SMILES: C(O[C:9]([NH:11][CH:12]([C:18]([O:20][CH2:21][CH3:22])=[O:19])[C:13]([O:15][CH2:16][CH3:17])=[O:14])=O)C1C=CC=CC=1.[Na].[CH:24](=O)[CH:25]=[CH:26][CH2:27]C.C(O)(=O)C>C(O)C.[Pd]>[CH2:25]([CH:26]1[C:12]([C:13]([O:15][CH2:16][CH3:17])=[O:14])([C:18]([O:20][CH2:21][CH3:22])=[O:19])[NH:11][CH:9]=[CH:27]1)[CH3:24] |^1:22|. Procedure: Diethyl benzyloxycarbonylaminomalonate (11.5 g, 38 mM) was dissolved in dry ethanol (50 ml) and added to a solution of sodium (150 mg) in dry ethanol (10 ml). Pent-2-enal (3.2 g 38 mM) in ethanol (10 ml) was added dropwise to the stirred mixture and the solution stirred for 1 hr. A solution of acetic acid (0.29 ml) in ethanol (1 ml) was then added and the solution hydrogenated for 2 hrs at atmospheric pressure using palladium on carbon (5%) as catalyst. The catalyst was removed by filtration and... Starting materials: ClC1=NC(=CC(=N1)C(C)(C)O)C1(C(C1)(F)F)OCC (2-(2-chloro-6-(1-ethoxy-2,2-difluorocyclopropyl)pyrimidin-4-yl)propan-2-ol), COC=1C=C(N)C=CC1N1C=NC(=C1)C (3-methoxy-4-(4-methyl-1H-imidazol-1-yl)aniline), C([O-])([O-])=O.[Cs+].[Cs+] (cesium carbonate), C1(CCCCC1)P(C1=C(C=CC=C1)C1=CC=CC=C1)C1CCCCC1 (2-(dicyclohexylphosphino)biphenyl). Reagents/catalysts: C(C)(=O)[O-].[Pd+2].C(C)(=O)[O-] (palladium acetate). Run in O1CCOCC1 (dioxane). Reaction conditions: temperature 120 celsius. Product: C(C)OC1(C(C1)(F)F)C1=CC(=NC(=N1)NC1=CC(=C(C=C1)N1C=NC(=C1)C)OC)C(C)(C)O (2-(6-(1-Ethoxy-2,2-difluorocyclopropyl)-2-(3-methoxy-4-(4-methyl-1H-imidazol-1-yl)phenylamino)pyrimidin-4-yl)propan-2-ol). Reaction SMILES: Cl[C:2]1[N:7]=[C:6]([C:8]([OH:11])([CH3:10])[CH3:9])[CH:5]=[C:4]([C:12]2([O:17][CH2:18][CH3:19])[CH2:14][C:13]2([F:16])[F:15])[N:3]=1.[CH3:20][O:21][C:22]1[CH:23]=[C:24]([CH:26]=[CH:27][C:28]=1[N:29]1[CH:33]=[C:32]([CH3:34])[N:31]=[CH:30]1)[NH2:25].C(=O)([O-])[O-].[Cs+].[Cs+].C1(P(C2CCCCC2)C2C=CC=CC=2C2C=CC=CC=2)CCCCC1>O1CCOCC1.C([O-])(=O)C.[Pd+2].C([O-])(=O)C>[CH2:18]([O:17][C:12]1([C:4]2[N:3]=[C:2]([NH:25][C:24]3[CH:26]=[CH:27][C:28]([N:29]4[CH:33]=[C:32]([CH3:34])[N:31]=[CH:30]4)=[C:22]([O:21][CH3:20])[CH:23]=3)[N:7]=[C:6]([C:8]([OH:11])([CH3:10])[CH3:9])[CH:5]=2)[CH2:14][C:13]1([F:16])[F:15])[CH3:19] |f:2.3.4,7.8.9|. Procedure details: A mixture of 2-(2-chloro-6-(1-ethoxy-2,2-difluorocyclopropyl)pyrimidin-4-yl)propan-2-ol (8 mg, 0.03 mmol), 3-methoxy-4-(4-methyl-1H-imidazol-1-yl)aniline (6 mg, 0.03 mmol), cesium carbonate (17.81 mg, 0.05 mmol), palladium acetate (1 mg, 4 μmol) and 2-(dicyclohexylphosphino)biphenyl (1.5 mg, 4 μmol) in dioxane (1.5 mL) was heated under argon atmosphere at 120° C. for 90 minutes in microwave reactor. The crude mixture was filtered through a short silica plug which was washed with 10% MeOH in EtOA... The reactants are Cc1oc(-c2ccccc2)nc1C[P+](c1ccccc1)(c1ccccc1)c1ccccc1, COC(=O)c1ccc(C=O)cc1, [Cl-]. Yields the product COC(=O)c1ccc(C=Cc2nc(-c3ccccc3)oc2C)cc1. RXN SMILES: [CH3:2][c:3]1[c:4]([CH2:14][P+:15]([c:16]2[cH:17][cH:18][cH:19][cH:20][cH:21]2)([c:22]2[cH:23][cH:24][cH:25][cH:26][cH:27]2)[c:28]2[cH:29][cH:30][cH:31][cH:32][cH:33]2)[n:5][c:6](-[c:8]2[cH:9][cH:10][cH:11][cH:12][cH:13]2)[o:7]1.[CH:34](=[O:35])[c:36]1[cH:37][cH:38][c:39]([C:40](=[O:41])[O:42][CH3:43])[cH:44][cH:45]1.[Cl-:1]>>[CH3:2][c:3]1[c:4]([CH:14]=[CH:34][c:36]2[cH:37][cH:38][c:39]([C:40](=[O:41])[O:42][CH3:43])[cH:44][cH:45]2)[n:5][c:6](-[c:8]2[cH:9][cH:10][cH:11][cH:12][cH:13]2)[o:7]1. The reactants are C(C)(=O)OCC (Ethyl acetate), C(C1=CC=CC=C1)C(C(=O)OCC)C(C)=O (ethyl 2-benzyl-3-oxobutanoate), Cl.C(CCC)(N)=N (butanimidamide hydrochloride), C[O-].[Na+].CO (sodium methoxide methanol). The solvent is O (water), CO (methanol). Run at time 24 hour. Product: C(C1=CC=CC=C1)C=1C(NC(=NC1C)CCC)=O (5-benzyl-6-methyl-2-propylpyrimidin-4(3H)-one). Reaction SMILES: [CH2:1]([CH:8]([C:14](=O)[CH3:15])[C:9]([O:11]CC)=O)[C:2]1[CH:7]=[CH:6][CH:5]=[CH:4][CH:3]=1.Cl.[C:18](=[NH:23])([NH2:22])[CH2:19][CH2:20][CH3:21].C[O-].[Na+].CO.C(OCC)(=O)C>CO.O>[CH2:1]([C:8]1[C:9](=[O:11])[NH:23][C:18]([CH2:19][CH2:20][CH3:21])=[N:22][C:14]=1[CH3:15])[C:2]1[CH:3]=[CH:4][CH:5]=[CH:6][CH:7]=1 |f:1.2,3.4.5|. Procedure: To a solution of ethyl 2-benzyl-3-oxobutanoate (2.13 mL) and butanimidamide hydrochloride (2.05 g) in methanol (50 mL) was added 28% sodium methoxide-methanol solution (5.8 g), and the mixture was stirred at room temperature for 24 hr. Ethyl acetate and water were added to the reaction mixture, and the mixture was extracted with ethyl acetate. The organic layer was washed with saturated brine and dried over anhydrous magnesium sulfate. The solvent was evaporated and the residue was purified by s... Reactants: [H-].[Na+] (sodium hydride), ClC=1C(=NC=C(C1)Cl)C(CNC(C1=C(C=CC=C1)C(F)(F)F)=O)=NOC (N-[2-(3,5-dichloropyridin-2-yl)-2-(methoxyimino)ethyl]-2-(trifluoromethyl)benzamide), ice water, CI (methyl iodide). Solvent: O1CCCC1 (tetrahydrofuran), O1CCCC1 (tetrahydrofuran). The product is ClC=1C(=NC=C(C1)Cl)C(CN(C(C1=C(C=CC=C1)C(F)(F)F)=O)C)=NOC (N-[2-(3,5-dichloropyridin-2-yl)-2-(methoxyimino)ethyl]-N-methyl-2-(trifluoromethyl)benzamide). Yield: 65.4%. Reaction SMILES: [H-].[Na+].[Cl:3][C:4]1[C:5]([C:11](=[N:26][O:27][CH3:28])[CH2:12][NH:13][C:14](=[O:25])[C:15]2[CH:20]=[CH:19][CH:18]=[CH:17][C:16]=2[C:21]([F:24])([F:23])[F:22])=[N:6][CH:7]=[C:8]([Cl:10])[CH:9]=1.[CH3:29]I>O1CCCC1>[Cl:3][C:4]1[C:5]([C:11](=[N:26][O:27][CH3:28])[CH2:12][N:13]([CH3:29])[C:14](=[O:25])[C:15]2[CH:20]=[CH:19][CH:18]=[CH:17][C:16]=2[C:21]([F:22])([F:24])[F:23])=[N:6][CH:7]=[C:8]([Cl:10])[CH:9]=1 |f:0.1|. Procedure details: To 33 mg of 60% sodium hydride in oil in 5 ml of tetrahydrofuran, 300 mg of the N-[2-(3,5-dichloropyridin-2-yl)-2-(methoxyimino)ethyl]-2-(trifluoromethyl)benzamide prepared in Step 1 in Synthetic Example 16 in 3 ml of tetrahydrofuran was added dropwise with stirring and cooling with ice, and the mixture was stirred at the same temperature for 30 minutes. Then, the reaction mixture was mixed with 157 mg of methyl iodide, warmed to room temperature and stirred for another 1 hour. After completion ...